Dataset: the Open Reaction Database (ORD), a public repository of structured organic reaction records. Task: describe an organic reaction: reactants, conditions, products, and yield Starting materials: C(#N)CC1(CN(C1)C=1N=CC(=NC1)C(=O)O)N1N=CC(=C1)C1=C2C(=NC=C1)N(C=C2)COCC[Si](C)(C)C (5-{3-(cyanomethyl)-3-[4-(1-{[2-(trimethylsilyl)ethoxy]methyl}-1H-pyrrolo[2,3-b]pyridin-4-yl)-1H-pyrazol-1-yl]azetidin-1-yl}pyrazine-2-carboxylic acid), FC(CN)(F)F (2,2,2-trifluoroethanamine). Yields the product C(#N)CC1(CN(C1)C=1N=CC(=NC1)C(=O)NCC(F)(F)F)N1N=CC(=C1)C1=C2C(=NC=C1)NC=C2 (5-{3-(Cyanomethyl)-3-[4-(1H-pyrrolo[2,3-b]pyridin-4-yl)-1H-pyrazol-1-yl]azetidin-1-yl}-N-(2,2,2-trifluoroethyl)pyrazine-2-carboxamide). As a reaction SMILES: [C:1]([CH2:3][C:4]1([N:17]2[CH:21]=[C:20]([C:22]3[CH:27]=[CH:26][N:25]=[C:24]4[N:28](COCC[Si](C)(C)C)[CH:29]=[CH:30][C:23]=34)[CH:19]=[N:18]2)[CH2:7][N:6]([C:8]2[N:9]=[CH:10][C:11]([C:14]([OH:16])=O)=[N:12][CH:13]=2)[CH2:5]1)#[N:2].[F:39][C:40]([F:44])([F:43])[CH2:41][NH2:42]>>[C:1]([CH2:3][C:4]1([N:17]2[CH:21]=[C:20]([C:22]3[CH:27]=[CH:26][N:25]=[C:24]4[NH:28][CH:29]=[CH:30][C:23]=34)[CH:19]=[N:18]2)[CH2:7][N:6]([C:8]2[N:9]=[CH:10][C:11]([C:14]([NH:42][CH2:41][C:40]([F:44])([F:43])[F:39])=[O:16])=[N:12][CH:13]=2)[CH2:5]1)#[N:2]. Reported procedure: This compound was prepared by using procedures analogous to those described for the synthesis of Example 34, Step 3 starting from 5-{3-(cyanomethyl)-3-[4-(1-{[2-(trimethylsilyl)ethoxy]methyl}-1H-pyrrolo[2,3-b]pyridin-4-yl)-1H-pyrazol-1-yl]azetidin-1-yl}pyrazine-2-carboxylic acid and 2,2,2-trifluoroethanamine. LCMS (M+H)+: m/z=482.1.